Dataset: the Open Reaction Database (ORD), a public repository of structured organic reaction records. Task: describe an organic reaction: reactants, conditions, products, and yield Starting materials: BrC=1N=CC(=NC1)C(=O)N1CCN(CC1)C1=NC=C(C=C1C)C1CC1 ((5-bromopyrazin-2-yl)[4-(5-cyclopropyl-3-methylpyridin-2-yl)piperazin-1-yl]methanone), CC1(CNC(O1)=O)C (5,5-dimethyloxazolidin-2-one). Product: C1(CC1)C=1C=C(C(=NC1)N1CCN(CC1)C(=O)C=1N=CC(=NC1)N1C(OC(C1)(C)C)=O)C (3-{5-[4-(5-cyclopropyl-3-methylpyridin-2-yl)piperazine-1-carbonyl]pyrazin-2-yl}-5,5-dimethyloxazolidin-2-one). The yield is 17.8%. As a reaction SMILES: Br[C:2]1[N:3]=[CH:4][C:5]([C:8]([N:10]2[CH2:15][CH2:14][N:13]([C:16]3[C:21]([CH3:22])=[CH:20][C:19]([CH:23]4[CH2:25][CH2:24]4)=[CH:18][N:17]=3)[CH2:12][CH2:11]2)=[O:9])=[N:6][CH:7]=1.[CH3:26][C:27]1([CH3:33])[O:31][C:30](=[O:32])[NH:29][CH2:28]1>>[CH:23]1([C:19]2[CH:20]=[C:21]([CH3:22])[C:16]([N:13]3[CH2:14][CH2:15][N:10]([C:8]([C:5]4[N:6]=[CH:7][C:2]([N:29]5[CH2:28][C:27]([CH3:33])([CH3:26])[O:31][C:30]5=[O:32])=[N:3][CH:4]=4)=[O:9])[CH2:11][CH2:12]3)=[N:17][CH:18]=2)[CH2:25][CH2:24]1. Procedure details: Using (5-bromopyrazin-2-yl)[4-(5-cyclopropyl-3-methylpyridin-2-yl)piperazin-1-yl]methanone (150 mg) described in Preparation Example 243 and 5,5-dimethyloxazolidin-2-one (52 mg) and by the reaction and treatment in the same manner as in Example 1, the title compound (29 mg) was obtained. Starting materials: S(=O)(Cl)Cl (thionyl chloride), C(#N)CC1=C(C=CC=C1)C1=CC=C(C=C1)C(=O)O (2′-(cyanomethyl)-1,1′-biphenyl-4-carboxylic acid), N1=CC(=CC=C1)CNC(=O)C1=CC=C2CNC3=C(CN21)C=CC=C3 (N-(pyridin-3-ylmethyl)-10,11-dihydro-5H-pyrrolo[2,1-c][1,4]benzodiazepine-3-carboxamide), CN(C=O)C (N,N-dimethylformamide). Run in O1CCOCC1 (1,4-dioxane). Yields the product C(#N)CC1=C(C=CC=C1)C1=CC=C(C=C1)C(=O)N1CC=2N(CC3=C1C=CC=C3)C(=CC2)C(=O)NCC=2C=NC=CC2 (10-{[2′-(Cyanomethyl)-1,1′-biphenyl-4-yl]carbonyl}-N-(pyridin-3-ylmethyl)-10,11-dihydro-5H-pyrrolo[2,1-c][1,4]benzodiazepine-3-carboxamide). As a reaction SMILES: S(Cl)(Cl)=O.[C:5]([CH2:7][C:8]1[CH:13]=[CH:12][CH:11]=[CH:10][C:9]=1[C:14]1[CH:19]=[CH:18][C:17]([C:20]([OH:22])=O)=[CH:16][CH:15]=1)#[N:6].[N:23]1[CH:28]=[CH:27][CH:26]=[C:25]([CH2:29][NH:30][C:31]([C:33]2[N:42]3[C:36]([CH2:37][NH:38][C:39]4[CH:46]=[CH:45][CH:44]=[CH:43][C:40]=4[CH2:41]3)=[CH:35][CH:34]=2)=[O:32])[CH:24]=1.CN(C)C=O>O1CCOCC1>[C:5]([CH2:7][C:8]1[CH:13]=[CH:12][CH:11]=[CH:10][C:9]=1[C:14]1[CH:15]=[CH:16][C:17]([C:20]([N:38]2[C:39]3[CH:46]=[CH:45][CH:44]=[CH:43][C:40]=3[CH2:41][N:42]3[C:33]([C:31]([NH:30][CH2:29][C:25]4[CH:24]=[N:23][CH:28]=[CH:27][CH:26]=4)=[O:32])=[CH:34][CH:35]=[C:36]3[CH2:37]2)=[O:22])=[CH:18][CH:19]=1)#[N:6]. Procedure details: A mixture of 20 mL of thionyl chloride and 0.243 g (0.001 mol) of 2′-(cyanomethyl)-1,1′-biphenyl-4-carboxylic acid of Step A was heated under reflux for 1 hour. The excess thionyl chloride was removed in vacuo. To the residue was added 35 mL of dry 1,4-dioxane, 0.318 g (0.001 mol) of N-(pyridin-3-ylmethyl)-10,11-dihydro-5H-pyrrolo[2,1-c][1,4]benzodiazepine-3-carboxamide and 0.122 g (0.001 mol) of N,N-dimethylformamide. The reaction was heated under reflux for three hours, cooled and evaporated t...